Dataset: the Open Reaction Database (ORD), a public repository of structured organic reaction records. Task: describe an organic reaction: reactants, conditions, products, and yield Product: C#CCOc1nsc(N2CC(C)CC(C)C2)n1. RXN SMILES: [CH2:18]([C:19]#[CH:20])[OH:21].[CH3:1][S:2](=[O:3])(=[O:4])[c:5]1[n:6][s:7][c:8]([N:10]2[CH2:11][CH:12]([CH3:17])[CH2:13][CH:14]([CH3:16])[CH2:15]2)[n:9]1.[CH3:25][N:26]([CH3:27])[CH:28]=[O:29].[H-:22].[Na+:23].[OH2:24]>>[c:5]1([O:21][CH2:18][C:19]#[CH:20])[n:6][s:7][c:8]([N:10]2[CH2:11][CH:12]([CH3:17])[CH2:13][CH:14]([CH3:16])[CH2:15]2)[n:9]1. The reactants are C#CCO, CC1CC(C)CN(c2nc(S(C)(=O)=O)ns2)C1, CN(C)C=O, [H-], [Na+], O. The product is Cc1cccc(Nc2cccn3nc(Nc4ccc(C5CCN(C)CC5)cc4)nc23)c1S(C)(=O)=O. As a reaction SMILES: [CH3:23][N:24]1[CH2:25][CH2:26][CH:27]([c:30]2[cH:31][cH:32][c:33]([NH2:36])[cH:34][cH:35]2)[CH2:28][CH2:29]1.[CH:37]1([P:38]([CH:39]2[CH2:40][CH2:41][CH2:42][CH2:43][CH2:44]2)[c:45]2[cH:46][cH:47][cH:48][cH:49][c:50]2-[c:51]2[cH:52][cH:53][cH:54][cH:55][c:56]2[P:57]([CH:58]2[CH2:59][CH2:60][CH2:61][CH2:62][CH2:63]2)[CH:64]2[CH2:65][CH2:66][CH2:67][CH2:68][CH2:69]2)[CH2:70][CH2:71][CH2:72][CH2:73][CH2:74]1.[Cl:1][c:2]1[n:3][n:4]2[c:5]([c:6]([NH:10][c:11]3[c:12]([S:18](=[O:19])(=[O:20])[CH3:21])[c:13]([CH3:17])[cH:14][cH:15][cH:16]3)[cH:7][cH:8][cH:9]2)[n:22]1>>[c:2]1([NH:36][c:33]2[cH:32][cH:31][c:30]([CH:27]3[CH2:26][CH2:25][N:24]([CH3:23])[CH2:29][CH2:28]3)[cH:35][cH:34]2)[n:3][n:4]2[c:5]([c:6]([NH:10][c:11]3[c:12]([S:18](=[O:19])(=[O:20])[CH3:21])[c:13]([CH3:17])[cH:14][cH:15][cH:16]3)[cH:7][cH:8][cH:9]2)[n:22]1. The reactants are CN1CCC(c2ccc(N)cc2)CC1, c1ccc(P(C2CCCCC2)C2CCCCC2)c(-c2ccccc2P(C2CCCCC2)C2CCCCC2)c1, Cc1cccc(Nc2cccn3nc(Cl)nc23)c1S(C)(=O)=O. The reactants are CON=C(C1=NOCCO1)c1ccccc1CCl, CN(C)C=O, Oc1ccn(-c2ccc(Cl)cc2)n1, [H-], [Na+], O. Product: CON=C(C1=NOCCO1)c1ccccc1COc1ccn(-c2ccc(Cl)cc2)n1. As a reaction SMILES: [CH3:16][O:17][N:18]=[C:19]([C:20]1=[N:21][O:22][CH2:23][CH2:24][O:25]1)[c:26]1[c:27]([CH2:32][Cl:33])[cH:28][cH:29][cH:30][cH:31]1.[CH3:35][N:36]([CH3:37])[CH:38]=[O:39].[Cl:1][c:2]1[cH:3][cH:4][c:5](-[n:8]2[n:9][c:10]([OH:13])[cH:11][cH:12]2)[cH:6][cH:7]1.[H-:14].[Na+:15].[OH2:34]>>[Cl:1][c:2]1[cH:3][cH:4][c:5](-[n:8]2[n:9][c:10]([O:13][CH2:32][c:27]3[c:26]([C:19](=[N:18][O:17][CH3:16])[C:20]4=[N:21][O:22][CH2:23][CH2:24][O:25]4)[cH:31][cH:30][cH:29][cH:28]3)[cH:11][cH:12]2)[cH:6][cH:7]1. The reactants are C(C1=CC=CC=C1)OC1=C(C=CC=C1)CC(=O)O ((2-benzyloxyphenyl)acetic acid), C([O-])([O-])=O.[K+].[K+] (potassium carbonate), CI (methyl iodide). Solvent: CN(C=O)C (dimethylformamide). Conditions: time 17 hour. Yields the product C(C1=CC=CC=C1)OC1=C(C=CC=C1)CC(=O)OC (methyl (2-benzyloxyphenyl)acetate). Isolated yield 60.4%. RXN SMILES: [CH2:1]([O:8][C:9]1[CH:14]=[CH:13][CH:12]=[CH:11][C:10]=1[CH2:15][C:16]([OH:18])=[O:17])[C:2]1[CH:7]=[CH:6][CH:5]=[CH:4][CH:3]=1.[C:19](=O)([O-])[O-].[K+].[K+].CI>CN(C)C=O>[CH2:1]([O:8][C:9]1[CH:14]=[CH:13][CH:12]=[CH:11][C:10]=1[CH2:15][C:16]([O:18][CH3:19])=[O:17])[C:2]1[CH:3]=[CH:4][CH:5]=[CH:6][CH:7]=1 |f:1.2.3|. Procedure: To a solution of (2-benzyloxyphenyl)acetic acid (36 g) in dimethylformamide (360 ml) were added potassium carbonate (61.2 g) and methyl iodide (31.6 g) successively. After being stirred for 17 hours, the mixture was filtered and the filtrate was poured into aqueous 1N hydrochloric acid solution (1.8 l). The separated oil was extracted with diethyl ether and the organic layer was washed with brine, dried and evaporated under reduced pressure. The residue was purified by column chromatography on s...